Dataset: the Open Reaction Database (ORD), a public repository of structured organic reaction records. Task: describe an organic reaction: reactants, conditions, products, and yield Starting materials: FC1=C(C(=CC=C1)F)NC(=O)[C@H]1N(CC2=CC=CC=C2C1)C(=O)OC(C)(C)C ((S)-tert-butyl 3-(2,6-difluorophenylcarbamoyl)-3,4-dihydroisoquinoline-2(1H)-carboxylate), C(=O)(C(F)(F)F)O (TFA). Solvent: C(Cl)Cl (DCM). Reaction conditions: time 1 hour. Product: FC(C(=O)O)(F)F.FC1=C(C(=CC=C1)F)NC(=O)[C@H]1NCC2=CC=CC=C2C1 ((S)—N-(2,6-difluorophenyl)-1,2,3,4-tetrahydroisoquinoline-3-carboxamide trifluoroacetate). RXN SMILES: [F:1][C:2]1[CH:7]=[CH:6][CH:5]=[C:4]([F:8])[C:3]=1[NH:9][C:10]([C@@H:12]1[CH2:21][C:20]2[C:15](=[CH:16][CH:17]=[CH:18][CH:19]=2)[CH2:14][N:13]1C(OC(C)(C)C)=O)=[O:11].[C:29]([OH:35])([C:31]([F:34])([F:33])[F:32])=[O:30]>C(Cl)Cl>[F:32][C:31]([F:34])([F:33])[C:29]([OH:35])=[O:30].[F:1][C:2]1[CH:7]=[CH:6][CH:5]=[C:4]([F:8])[C:3]=1[NH:9][C:10]([C@@H:12]1[CH2:21][C:20]2[C:15](=[CH:16][CH:17]=[CH:18][CH:19]=2)[CH2:14][NH:13]1)=[O:11] |f:3.4|. Procedure details: To a solution of (S)-tert-butyl 3-(2,6-difluorophenylcarbamoyl)-3,4-dihydroisoquinoline-2(1H)-carboxylate (90 mg, 232 μmol, Eq: 1.00) in DCM (2 mL) was added TFA (2 mL, 26.0 mmol, Eq: 112) and the resulting solution stirred at RT for 1 h. The reaction mixture was concentrated in vacuo and the residue azeotroped with n-heptanes to give (S)—N-(2,6-difluorophenyl)-1,2,3,4-tetrahydroisoquinoline-3-carboxamide trifluoroacetate which was used without purification (93 mg), m/z=289 (M+H). Reactants: O=C([O-])[O-], C1COCCO1, Cc1cc(N2CCCC2)c2ccc(C(N)=O)cc2n1, [Cs+], [Cs+], N#Cc1ccc(I)cc1, CC(=O)[O-], CC(=O)[O-], [Pd+2]. Product: Cc1cc(N2CCCC2)c2ccc(C(=O)Nc3ccc(C#N)cc3)cc2n1. As a reaction SMILES: [C:29](=[O:30])([O-:31])[O-:32].[CH2:35]1[O:36][CH2:37][CH2:38][O:39][CH2:40]1.[CH3:1][c:2]1[n:3][c:4]2[cH:5][c:6]([C:17](=[O:18])[NH2:19])[cH:7][cH:8][c:9]2[c:10]([N:12]2[CH2:13][CH2:14][CH2:15][CH2:16]2)[cH:11]1.[Cs+:33].[Cs+:34].[I:20][c:21]1[cH:22][cH:23][c:24]([C:25]#[N:26])[cH:27][cH:28]1.[O-:42][C:43]([CH3:44])=[O:45].[O-:46][C:47]([CH3:48])=[O:49].[Pd+2:41]>>[CH3:1][c:2]1[n:3][c:4]2[cH:5][c:6]([C:17](=[O:18])[NH:19][c:21]3[cH:22][cH:23][c:24]([C:25]#[N:26])[cH:27][cH:28]3)[cH:7][cH:8][c:9]2[c:10]([N:12]2[CH2:13][CH2:14][CH2:15][CH2:16]2)[cH:11]1.